From a dataset of the Open Reaction Database (ORD), a public repository of structured organic reaction records. describe an organic reaction: reactants, conditions, products, and yield Starting materials: ClC1=C(CO)C=CC=C1 (2-chlorobenzyl alcohol), C(C)(C)N(C(C)C)CC (N,N-diisopropylethyl amine), C(=O)(Cl)Cl (phosgene), C1(=CC=CC=C1)C (toluene). The solvent is C(C)OCC (diethyl ether). Product: ClC(=O)OCC1=C(C=CC=C1)Cl (2-Chlorobenzyl chloroformate). RXN SMILES: [Cl:1][C:2]1[CH:9]=[CH:8][CH:7]=[CH:6][C:3]=1[CH2:4][OH:5].C(N(CC)C(C)C)(C)C.[C:19](Cl)([Cl:21])=[O:20].C1(C)C=CC=CC=1>C(OCC)C>[Cl:21][C:19]([O:5][CH2:4][C:3]1[CH:6]=[CH:7][CH:8]=[CH:9][C:2]=1[Cl:1])=[O:20]. Procedure: To a solution of 2-chlorobenzyl alcohol (1.0 g, 7.0 mmol) in diethyl ether (15 ml) at 0° C. was added N,N-diisopropylethyl amine (2.4 ml, 14.0 mmol), and phosgene solution in toluene (7.5 ml, 14.0 mmol). The mixture was allowed to warm up to room temperature in 2 h while stirring, then it was filtered. The diethyl ether was removed by rotary evaporator, and the solution of 2-chlorobenzyl chloroformate in toluene was carried on for the next step reaction. The reactants are CO, C=C(C)c1cc(C(=O)O)cc(Cl)n1, ClCCl, C[Si](C)(C)C=[N+]=[N-]. Yields the product C=C(C)c1cc(C(=O)OC)cc(Cl)n1. Reaction SMILES: [CH3:24][OH:25].[Cl:1][c:2]1[cH:3][c:4]([C:5](=[O:6])[OH:7])[cH:8][c:9]([C:11](=[CH2:12])[CH3:13])[n:10]1.[Cl:21][CH2:22][Cl:23].[N+:14](=[CH:16][Si:15]([CH3:17])([CH3:18])[CH3:19])=[N-:20]>>[Cl:1][c:2]1[cH:3][c:4]([C:5](=[O:6])[O:7][CH3:16])[cH:8][c:9]([C:11](=[CH2:12])[CH3:13])[n:10]1. Reactants: C(#N)C1=CC=C(C=C1)C1(CC2(C1)OCCO2)NC(OC(C)(C)C)=O (tert-butyl [2-(4-cyanophenyl)-5,8-dioxaspiro[3.4]oct-2-yl]carbamate), C(C)(C)[Mg]Cl (isopropylmagnesium chloride), C1CCOC1 (THF), [Cl-].[NH4+] (ammonium chloride), C(C1=CC=CC=C1)[Mg]Cl (benzylmagnesium chloride). Conditions: time 1 hour. Product: C1(=CC=CC=C1)CC(=O)C1=CC=C(C=C1)C1(CC2(C1)OCCO2)NC(OC(C)(C)C)=O (tert-butyl {2-[4-(phenylacetyl)phenyl]-5,8-dioxaspiro[3.4]oct-2-yl}carbamate). As a reaction SMILES: [C:1]([C:3]1[CH:8]=[CH:7][C:6]([C:9]2([NH:17][C:18](=[O:24])[O:19][C:20]([CH3:23])([CH3:22])[CH3:21])[CH2:12][C:11]3([O:16][CH2:15][CH2:14][O:13]3)[CH2:10]2)=[CH:5][CH:4]=1)#N.C([Mg]Cl)(C)C.[CH2:30]([Mg]Cl)[C:31]1[CH:36]=[CH:35][CH:34]=[CH:33][CH:32]=1.[Cl-].[NH4+].C1C[O:44]CC1>>[C:31]1([CH2:30][C:1]([C:3]2[CH:8]=[CH:7][C:6]([C:9]3([NH:17][C:18](=[O:24])[O:19][C:20]([CH3:23])([CH3:22])[CH3:21])[CH2:12][C:11]4([O:16][CH2:15][CH2:14][O:13]4)[CH2:10]3)=[CH:5][CH:4]=2)=[O:44])[CH:36]=[CH:35][CH:34]=[CH:33][CH:32]=1 |f:3.4|. Reported procedure: To a solution of tert-butyl [2-(4-cyanophenyl)-5,8-dioxaspiro[3.4]oct-2-yl]carbamate (1-6) (15.0 g, 45.4 mmol) in THF (150 mL) at −78° C. was added isopropylmagnesium chloride (22.7 mL, 45.4 mmol, 2M in THF). After 1 hour, benzylmagnesium chloride (68 mL, 135 mmol, 2M in THF) was added and the reaction was allowed to slowly warm to rt over 5 hours. The reaction mixture was poured into saturated ammonium chloride, extracted with EtOAc, dried over sodium sulfate, filtered and concentrated. The cru... Reactants: Cl, Cc1cc(CC(OC(=O)N2CCC(N3CCc4ccccc4NC3=O)CC2)C(=O)NCCCCCCNC(=O)OC(C)(C)C)cc(C)c1O. Yields the product Cc1cc(CC(OC(=O)N2CCC(N3CCc4ccccc4NC3=O)CC2)C(=O)NCCCCCCN)cc(C)c1O. RXN SMILES: [ClH:50].[O:1]=[C:2]1[NH:3][c:4]2[c:5]([cH:46][cH:47][cH:48][cH:49]2)[CH2:6][CH2:7][N:8]1[CH:9]1[CH2:10][CH2:11][N:12]([C:15](=[O:16])[O:17][CH:18]([CH2:19][c:20]2[cH:21][c:22]([CH3:28])[c:23]([OH:27])[c:24]([CH3:26])[cH:25]2)[C:29]([NH:30][CH2:31][CH2:32][CH2:33][CH2:34][CH2:35][CH2:36][NH:37][C:38]([O:39][C:40]([CH3:41])([CH3:42])[CH3:43])=[O:44])=[O:45])[CH2:13][CH2:14]1>>[O:1]=[C:2]1[NH:3][c:4]2[c:5]([cH:46][cH:47][cH:48][cH:49]2)[CH2:6][CH2:7][N:8]1[CH:9]1[CH2:10][CH2:11][N:12]([C:15](=[O:16])[O:17][CH:18]([CH2:19][c:20]2[cH:21][c:22]([CH3:28])[c:23]([OH:27])[c:24]([CH3:26])[cH:25]2)[C:29]([NH:30][CH2:31][CH2:32][CH2:33][CH2:34][CH2:35][CH2:36][NH2:37])=[O:45])[CH2:13][CH2:14]1. The reactants are C(C)(=O)O (acetic acid), C1(=CC=CC=C1)NN (phenylhydrazine), [N+](=O)([O-])C1=CC=C(O1)C(C)=O (5-nitro-2-acetylfuran), CN(C=O)C (dimethylformamide). Reaction conditions: temperature 40 celsius, time 1 hour. Yields the product [N+](=O)([O-])C1=CC=C(O1)C1=NN(C=C1C=O)C1=CC=CC=C1 (3-(5-nitro-2-furyl)-1-phenylpyrazole-4-carboxaldehyde). Isolated yield 85.0%. Reaction SMILES: [C:1]([OH:4])(=O)[CH3:2].[C:5]1([NH:11][NH2:12])[CH:10]=[CH:9][CH:8]=[CH:7][CH:6]=1.[N+:13]([C:16]1[O:20][C:19]([C:21](=O)C)=[CH:18][CH:17]=1)([O-:15])=[O:14].[CH3:24]N(C)C=O>>[N+:13]([C:16]1[O:20][C:19]([C:21]2[C:2]([CH:1]=[O:4])=[CH:24][N:11]([C:5]3[CH:10]=[CH:9][CH:8]=[CH:7][CH:6]=3)[N:12]=2)=[CH:18][CH:17]=1)([O-:15])=[O:14]. Reported procedure: Add 0.1 g of glacial acetic acid and 4.0 g of phenylhydrazine to a solution of 5.0 g of 5-nitro-2-acetylfuran in 27 ml of dimethylformamide, the temperature rising slightly. Stir the resulting admixture for 1 hour without heating before clarifying with degased active charcoal and then adding 16.3 g of phosphorus oxychloride to the thus-prepared solution of 5-nitro-2-acetylfuran-phenylhydrazone while cooling with ice at from 10° to 15° C. Stir for a further hour at this temperature and then for 2...